This data is from the Open Reaction Database (ORD), a public repository of structured organic reaction records. The task is: describe an organic reaction: reactants, conditions, products, and yield The reactants are N[C@@H]1C(N(CC1)[C@@H]1[C@@H](C[C@@H](CC1)N(C)C(C)C)CCC)=O ((S)-3-amino-1-[(1S,2R,4R)-4-(isopropyl(methyl)amino)-2-propylcyclohexyl]pyrrolidin-2-one), C(C)(C)(C)C=1C=C(C(=O)O)C=C(C1)C(=O)OC (3-tert-butyl-5-(methoxycarbonyl)benzoic acid), [Li+].[OH-] (LiOH), CO (MeOH). Solvent: CN(C)C=O (DMF), C(=O)(C(F)(F)F)O.O (TFA water). Run at time 14 hour. Yields the product C(C)(C)N([C@H]1C[C@H]([C@H](CC1)N1C([C@H](CC1)NC(=O)C=1C=C(C(=O)O)C=C(C1)C(C)(C)C)=O)CCC)C (3-(((S)-1-((1S,2R,4R)-4-(isopropyl(methyl)amino)-2-propylcyclohexyl)-2-oxopyrrolidin-3-yl)carbamoyl)-5-tert-butylbenzoic Acid). As a reaction SMILES: [NH2:1][C@H:2]1[CH2:6][CH2:5][N:4]([C@H:7]2[CH2:12][CH2:11][C@@H:10]([N:13]([CH:15]([CH3:17])[CH3:16])[CH3:14])[CH2:9][C@H:8]2[CH2:18][CH2:19][CH3:20])[C:3]1=[O:21].[C:22]([C:26]1[CH:27]=[C:28]([CH:32]=[C:33]([C:35](OC)=[O:36])[CH:34]=1)[C:29]([OH:31])=[O:30])([CH3:25])([CH3:24])[CH3:23].[Li+].[OH-].CO>CN(C=O)C.C(O)(C(F)(F)F)=O.O>[CH:15]([N:13]([CH3:14])[C@@H:10]1[CH2:11][CH2:12][C@H:7]([N:4]2[CH2:5][CH2:6][C@H:2]([NH:1][C:35]([C:33]3[CH:32]=[C:28]([CH:27]=[C:26]([C:22]([CH3:25])([CH3:24])[CH3:23])[CH:34]=3)[C:29]([OH:31])=[O:30])=[O:36])[C:3]2=[O:21])[C@H:8]([CH2:18][CH2:19][CH3:20])[CH2:9]1)([CH3:16])[CH3:17] |f:2.3,6.7|. Reported procedure: Following the method described in Example 2c, Step 4, (S)-3-amino-1-[(1S,2R,4R)-4-(isopropyl(methyl)amino)-2-propylcyclohexyl]pyrrolidin-2-one (223 mg) was coupled with 3-tert-butyl-5-(methoxycarbonyl)benzoic acid (165 mg, see Preparation H6, Step 1) in 8 mL of DMF. After 14 h, 2 mL of this reaction mixture was removed and purified to provide Example 2ba. The remaining portion of the reaction mixture was charged successively with aq. LiOH (48 mg in 2 mL water) and MeOH (1 mL) before being stirre... Starting materials: N1CCC(=CC1)C1=CN=C2N1C1=CC=C(C=C1N=C2NCCCO)C(F)(F)F (3-[1-(1,2,3,6-tetrahydro-pyridin-4-yl)-7-trifluoromethyl-imidazo[1,2-a]quinoxalin-4-ylamino]-propan-1-ol), N,N′-dimethylaminopyridine, C(C)(=O)Cl (acetyl chloride). Solvent: ClCCl (dichloromethane). Conditions: time 17 hour. The product is OCCCNC=1C=2N(C3=CC=C(C=C3N1)C(F)(F)F)C(=CN2)C=2CCN(CC2)C(C)=O (1-{4-[4-(3-hydroxy-propylamino)-7-trifluoromethyl-imidazo[1,2-a]quinoxalin-1-yl]-3,6-dihydro-2H-pyridin-1-yl}-ethanone). Isolated yield 36.0%. As a reaction SMILES: [NH:1]1[CH2:6][CH:5]=[C:4]([C:7]2[N:11]3[C:12]4[C:17]([N:18]=[C:19]([NH:20][CH2:21][CH2:22][CH2:23][OH:24])[C:10]3=[N:9][CH:8]=2)=[CH:16][C:15]([C:25]([F:28])([F:27])[F:26])=[CH:14][CH:13]=4)[CH2:3][CH2:2]1.[C:29](Cl)(=[O:31])[CH3:30]>ClCCl>[OH:24][CH2:23][CH2:22][CH2:21][NH:20][C:19]1[C:10]2[N:11]([C:7]([C:4]3[CH2:3][CH2:2][N:1]([C:29](=[O:31])[CH3:30])[CH2:6][CH:5]=3)=[CH:8][N:9]=2)[C:12]2[C:17]([N:18]=1)=[CH:16][C:15]([C:25]([F:26])([F:28])[F:27])=[CH:14][CH:13]=2. Procedure: To a solution of 3-[1-(1,2,3,6-tetrahydro-pyridin-4-yl)-7-trifluoromethyl-imidazo[1,2-a]quinoxalin-4-ylamino]-propan-1-ol prepared in the previous example (50.0 mg; 0.132 mmol; 1 eq) in anhydrous dichloromethane (660 μL) are successively added N,N′-dimethylaminopyridine (16.1 mg; 0.132 mmol; 1 eq) and acetyl chloride (9.4 μL; 0.132 mmol; 1 eq). The solution is allowed to stir for 17 hours at room temperature until completion of the reaction. The reaction mixture is concentrated under vacuum and ...